From a dataset of the Open Reaction Database (ORD), a public repository of structured organic reaction records. describe an organic reaction: reactants, conditions, products, and yield Starting materials: C1(=CC=CC=C1)C1OC2=CC=C(C=C2CC1)OC1CCC(CC1)=O (4-(2-phenyl-chroman-6-yloxy)-cyclohexanone), [BH4-].[Na+] (sodium borohydride). Solvent: C(C)O (ethanol). Reaction conditions: time 2 hour. Product: C1(=CC=CC=C1)C1OC2=CC=C(C=C2CC1)OC1CCC(CC1)O (4-(2-Phenyl-chroman-6-yloxy)-cyclohexanol). The yield is 96.3%. RXN SMILES: [C:1]1([CH:7]2[CH2:16][CH2:15][C:14]3[C:9](=[CH:10][CH:11]=[C:12]([O:17][CH:18]4[CH2:23][CH2:22][C:21](=[O:24])[CH2:20][CH2:19]4)[CH:13]=3)[O:8]2)[CH:6]=[CH:5][CH:4]=[CH:3][CH:2]=1.[BH4-].[Na+]>C(O)C>[C:1]1([CH:7]2[CH2:16][CH2:15][C:14]3[C:9](=[CH:10][CH:11]=[C:12]([O:17][CH:18]4[CH2:23][CH2:22][CH:21]([OH:24])[CH2:20][CH2:19]4)[CH:13]=3)[O:8]2)[CH:2]=[CH:3][CH:4]=[CH:5][CH:6]=1 |f:1.2|. Procedure: 500 mg of 4-(2-phenyl-chroman-6-yloxy)-cyclohexanone (1.6 mmol) were dissolved at 0° C. in 2.5 ml of ethanol. 30 mg of sodium borohydride (0.78 mmol) were added in portions, and stirring at room temperature was continued for 2 h. The solvent was removed under reduced pressure and the residue separated between saturated aqueous sodium hydrogencarbonate solution and dichloromethane. The aqueous layer was extracted with dichloromethane. The combined organic layers were dried with sodium sulfate and... Reactants: O.NN (hydrazine hydrate), NC1=NC(=CC(=N1)C1=CC(=C(C#N)C=C1)F)N1CC(OCC1)C1=NC2=C(N1)C=CC(=C2)Cl (4-{2-amino-6-[2-(5-chloro-1H-benzimidazol-2-yl)-4-morpholinyl]-4-pyrimidinyl}-2-fluorobenzonitrile), crude product. Run in C(C)O (ethanol). Conditions: temperature 85 celsius, time 8 hour. The product is NC1=NC(=CC(=N1)C1=CC=C2C(=NNC2=C1)N)N1CC(OCC1)C1=NC2=C(N1)C=CC(=C2)Cl (6-{2-Amino-6-[2-(5-chloro-1H-benzimidazol-2-yl)-4-morpholinyl]-4-pyrimidinyl}-1H-indazol-3-amine). Yield: 28.5%. RXN SMILES: [NH2:1][C:2]1[N:7]=[C:6]([C:8]2[CH:15]=[CH:14][C:11]([C:12]#[N:13])=[C:10](F)[CH:9]=2)[CH:5]=[C:4]([N:17]2[CH2:22][CH2:21]O[CH:19]([C:23]3[NH:27][C:26]4[CH:28]=[CH:29][C:30]([Cl:32])=[CH:31][C:25]=4[N:24]=3)[CH2:18]2)[N:3]=1.[OH2:33].[NH2:34][NH2:35]>C(O)C>[NH2:1][C:2]1[N:7]=[C:6]([C:8]2[CH:9]=[C:10]3[C:11]([C:12]([NH2:13])=[N:34][NH:35]3)=[CH:14][CH:15]=2)[CH:5]=[C:4]([N:17]2[CH2:22][CH2:21][O:33][CH:19]([C:23]3[NH:27][C:26]4[CH:28]=[CH:29][C:30]([Cl:32])=[CH:31][C:25]=4[N:24]=3)[CH2:18]2)[N:3]=1 |f:1.2|. Procedure details: To a solution of 4-{2-amino-6-[2-(5-chloro-1H-benzimidazol-2-yl)-4-morpholinyl]-4-pyrimidinyl}-2-fluorobenzonitrile (140 mg, 0.311 mmol) in ethanol (5 mL) stirred at room temperature was added hydrazine hydrate (156 mg, 3.11 mmol), and the reaction mixture was stirred overnight at 85° C. The solvent was evaporated in vacuo to give the crude product. The crude product was added to a silica gel column and was eluted with CH2Cl2/MeOH to afford the title compound (41 mg) as a yellow solid. LC-MS (ES... Reactants: C(C)[SiH](CC)CC (triethylsilane), FC(C(=O)O)(F)F (trifluoroacetic acid), OC1(C(N(C2=CC=CC=C12)CC=1OC(=CC1)C(F)(F)F)=O)C=1C(=CC2=C(N(CCO2)C)C1)O (3-hydroxy-3-(7-hydroxy-4-methyl-3,4-dihydro-2H-1,4-benzoxazin-6-yl)-1-{[5-(trifluoromethyl)furan-2-yl]methyl}-1,3-dihydro-2H-indol-2-one). Run at time 2 hour. Product: FC(C(=O)O)(F)F.OC1=CC2=C(N(CCO2)C)C=C1C1C(N(C2=CC=CC=C12)CC=1OC(=CC1)C(F)(F)F)=O (3-(7-hydroxy-4-methyl-3,4-dihydro-2H-1,4-benzoxazin-6-yl)-1-{[5-(trifluoromethyl)furan-2-yl]methyl}-1,3-dihydro-2H-indol-2-one trifluoroacetate salt). Yield: 90.0%. RXN SMILES: C([SiH](CC)CC)C.O[C:9]1([C:29]2[C:30]([OH:40])=[CH:31][C:32]3[O:37][CH2:36][CH2:35][N:34]([CH3:38])[C:33]=3[CH:39]=2)[C:17]2[C:12](=[CH:13][CH:14]=[CH:15][CH:16]=2)[N:11]([CH2:18][C:19]2[O:20][C:21]([C:24]([F:27])([F:26])[F:25])=[CH:22][CH:23]=2)[C:10]1=[O:28].[F:41][C:42]([F:47])([F:46])[C:43]([OH:45])=[O:44]>>[F:41][C:42]([F:47])([F:46])[C:43]([OH:45])=[O:44].[OH:40][C:30]1[C:29]([CH:9]2[C:17]3[C:12](=[CH:13][CH:14]=[CH:15][CH:16]=3)[N:11]([CH2:18][C:19]3[O:20][C:21]([C:24]([F:27])([F:26])[F:25])=[CH:22][CH:23]=3)[C:10]2=[O:28])=[CH:39][C:33]2[N:34]([CH3:38])[CH2:35][CH2:36][O:37][C:32]=2[CH:31]=1 |f:3.4|. Procedure: To a cooled (0° C.) solution of triethylsilane (1.1 mL, 6.9 mmol) in trifluoroacetic acid (6.5 mL) was slowly added 3-hydroxy-3-(7-hydroxy-4-methyl-3,4-dihydro-2H-1,4-benzoxazin-6-yl)-1-{[5-(trifluoromethyl)furan-2-yl]methyl}-1,3-dihydro-2H-indol-2-one (1.00 g, 2.18 mmol) portionwise as a solid. The resulting brown solution was warmed to reflux and stirred under nitrogen for 2 h. The reaction was cooled and the solvent was removed under reduced pressure. The residue was precipitated from ethyl a... Reactants: CC(=O)O, CC(=O)O, CCC1(CCO)CCCCC1, ClCCl, CCOCC, Ic1ccccc1. Yields the product CCC1(CC=O)CCCCC1. RXN SMILES: [C:1]([OH:2])(=[O:3])[CH3:4].[C:5]([OH:6])(=[O:7])[CH3:8].[CH2:16]([CH3:17])[C:18]1([CH2:24][CH2:25][OH:26])[CH2:19][CH2:20][CH2:21][CH2:22][CH2:23]1.[CH2:32]([Cl:33])[Cl:34].[CH3:27][CH2:28][O:29][CH2:30][CH3:31].[I:9][c:10]1[cH:11][cH:12][cH:13][cH:14][cH:15]1>>[CH2:16]([CH3:17])[C:18]1([CH2:24][CH:25]=[O:26])[CH2:19][CH2:20][CH2:21][CH2:22][CH2:23]1. Starting materials: O=c1[nH]c2cccnc2n1-c1ccc(OCc2ccccc2)cc1, CO, [Ca+2], [Cl-], [Cl-], C[Si](C)(C)CCOCCl, [H-], [Na+], CN(C)C=O. The product is C[Si](C)(C)CCOCn1c(=O)n(-c2ccc(OCc3ccccc3)cc2)c2ncccc21. RXN SMILES: [CH2:10]([c:11]1[cH:12][cH:13][cH:14][cH:15][cH:16]1)[O:17][c:18]1[cH:19][cH:20][c:21](-[n:24]2[c:25](=[O:33])[nH:26][c:27]3[c:28]2[n:29][cH:30][cH:31][cH:32]3)[cH:22][cH:23]1.[CH3:44][OH:45].[Ca+2:37].[Cl-:36].[Cl-:38].[Cl:1][CH2:2][O:3][CH2:4][CH2:5][Si:6]([CH3:7])([CH3:8])[CH3:9].[H-:34].[Na+:35].[O:39]=[CH:40][N:41]([CH3:42])[CH3:43]>>[CH2:2]([O:3][CH2:4][CH2:5][Si:6]([CH3:7])([CH3:8])[CH3:9])[n:26]1[c:25](=[O:33])[n:24](-[c:21]2[cH:20][cH:19][c:18]([O:17][CH2:10][c:11]3[cH:12][cH:13][cH:14][cH:15][cH:16]3)[cH:23][cH:22]2)[c:28]2[c:27]1[cH:32][cH:31][cH:30][n:29]2.